Dataset: the Open Reaction Database (ORD), a public repository of structured organic reaction records. Task: describe an organic reaction: reactants, conditions, products, and yield Reactants: C[O-].[Na+] (sodium methoxide), ClC=1N=NC(=CC1)C=1C(=NN2C1C=CC=C2)C2=CC=CC=C2 (3-(3-chloropyridazin-6-yl)-2-phenylpyrazolo[1,5-a]pyridine). Solvent: CO (methanol), CO (methanol). Yields the product COC=1N=NC(=CC1)C=1C(=NN2C1C=CC=C2)C2=CC=CC=C2 (3-(3-methoxypyridazin-6-yl)-2-phenylpyrazolo[1,5-a]pyridine). RXN SMILES: [CH3:1][O-:2].[Na+].Cl[C:5]1[N:6]=[N:7][C:8]([C:11]2[C:12]([C:20]3[CH:25]=[CH:24][CH:23]=[CH:22][CH:21]=3)=[N:13][N:14]3[CH:19]=[CH:18][CH:17]=[CH:16][C:15]=23)=[CH:9][CH:10]=1>CO>[CH3:1][O:2][C:5]1[N:6]=[N:7][C:8]([C:11]2[C:12]([C:20]3[CH:25]=[CH:24][CH:23]=[CH:22][CH:21]=3)=[N:13][N:14]3[CH:19]=[CH:18][CH:17]=[CH:16][C:15]=23)=[CH:9][CH:10]=1 |f:0.1|. Procedure: A solution of sodium methoxide in methanol (28%, 411 mg) was added to a mixture of 3-(3-chloropyridazin-6-yl)-2-phenylpyrazolo[1,5-a]pyridine (436 mg) and methanol (4 ml) at room temperature. The reaction mixture was heated under reflux for 3 hours. After evaporating the solvent in vacuo, a saturated aqueous solution of sodium chloride (20 ml) was added to the residue and extracted with chloroform (20 ml×3). The combined extract was washed with a saturated aqueous solution of sodium chloride (20... As a reaction SMILES: [Br:22][CH2:23][c:24]1[cH:25][cH:26][cH:27][cH:28][cH:29]1.[CH2:1]([CH:2]([CH3:3])[CH3:4])[c:5]1[nH:6][c:7](=[O:15])[c:8]2[c:9]([n:10]1)[s:11][n:12][c:13]2[CH3:14].[K+:16].[K+:17].[O-:18][C:19]([O-:20])=[O:21].[O:31]=[CH:32][N:33]([CH3:34])[CH3:35].[OH2:30]>>[CH2:1]([CH:2]([CH3:3])[CH3:4])[c:5]1[n:6]([CH2:23][c:24]2[cH:25][cH:26][cH:27][cH:28][cH:29]2)[c:7](=[O:15])[c:8]2[c:9]([n:10]1)[s:11][n:12][c:13]2[CH3:14]. Product: Cc1nsc2nc(CC(C)C)n(Cc3ccccc3)c(=O)c12. Reactants: BrCc1ccccc1, Cc1nsc2nc(CC(C)C)[nH]c(=O)c12, [K+], [K+], O=C([O-])[O-], CN(C)C=O, O.